From a dataset of the Open Reaction Database (ORD), a public repository of structured organic reaction records. describe an organic reaction: reactants, conditions, products, and yield Starting materials: O=C([O-])[O-], CO, CCN(Cc1ccc(C#C[Si](C)(C)C)cc1C)C1CC1, [K+], [K+]. Product: C#Cc1ccc(CN(CC)C2CC2)c(C)c1. RXN SMILES: [C:21](=[O:22])([O-:23])[O-:24].[CH3:27][OH:28].[CH:1]1([N:4]([CH2:5][c:6]2[c:7]([CH3:18])[cH:8][c:9]([C:12]#[C:13][Si:14]([CH3:15])([CH3:16])[CH3:17])[cH:10][cH:11]2)[CH2:19][CH3:20])[CH2:2][CH2:3]1.[K+:25].[K+:26]>>[CH:1]1([N:4]([CH2:5][c:6]2[c:7]([CH3:18])[cH:8][c:9]([C:12]#[CH:13])[cH:10][cH:11]2)[CH2:19][CH3:20])[CH2:2][CH2:3]1. Reactants: O (water), C(C)(C)(C)OC(=O)NCCCCCC=O (6-tert-butoxycarbonylaminohexanal), C[Mg]Br (methylmagnesium bromide), solution. Solvent: O1CCCC1 (tetrahydrofuran), O1CCCC1 (tetrahydrofuran). Reaction conditions: time 2 hour. The product is C(C)(C)(C)OC(=O)NCCCCCC(C)O (1-tert-Butoxycarbonylamino-6-hydroxyheptane). As a reaction SMILES: [C:1]([O:5][C:6]([NH:8][CH2:9][CH2:10][CH2:11][CH2:12][CH2:13][CH:14]=[O:15])=[O:7])([CH3:4])([CH3:3])[CH3:2].[CH3:16][Mg]Br.O>O1CCCC1>[C:1]([O:5][C:6]([NH:8][CH2:9][CH2:10][CH2:11][CH2:12][CH2:13][CH:14]([OH:15])[CH3:16])=[O:7])([CH3:4])([CH3:3])[CH3:2]. Procedure: Under argon atmosphere, a solution of 650 mg of 6-tert-butoxycarbonylaminohexanal in 10 mL of anhydrous tetrahydrofuran was cooled to −78° C., and treated dropwise with 6.8 mL of methylmagnesium bromide (a 1.0 M solution in tetrahydrofuran). After 2 hours, the reaction solution was combined with water, extracted with ethyl acetate, and dried. After concentrating, the residue was purified by column chromatography on silica gel (n-hexane:ethyl acetate=2:1) to obtain 280 mg of the desirable compoun... Starting materials: P(=O)(Br)(Br)Br (Phosphorus oxybromide), COC=1C=C2C=CC(NC2=CC1OC)=O (6,7-Dimethoxyquinolone), O (water). Solvent: ClC1=CC=CC=C1 (chlorobenzene). Run at temperature 150 celsius, time 6 hour. The product is BrC1=CC=NC2=CC(=C(C=C12)OC)OC (4-bromo-6,7-dimethoxyquinoline). Yield: 41.6%. RXN SMILES: [CH3:1][O:2][C:3]1[CH:4]=[C:5]2[C:10](=[CH:11][C:12]=1[O:13][CH3:14])[NH:9][C:8](=O)[CH:7]=[CH:6]2.P(Br)(Br)([Br:18])=O.O>ClC1C=CC=CC=1>[Br:18][C:6]1[C:5]2[C:10](=[CH:11][C:12]([O:13][CH3:14])=[C:3]([O:2][CH3:1])[CH:4]=2)[N:9]=[CH:8][CH:7]=1. Procedure details: 6,7-Dimethoxyquinolone (0.79 g) was dissolved in chlorobenzene (7 ml) to prepare a solution. Phosphorus oxybromide (3.34 g) was added to the solution, and the mixture was stirred at 150° C. for 6 hr. The reaction solution was cooled to room temperature, water was then added to the reaction solution, and the mixture was extracted with ethyl acetate. The ethyl acetate layer was then washed with water and saturated brine and was dried over anhydrous sodium sulfate. The solvent was removed therefrom...